This data is from the Open Reaction Database (ORD), a public repository of structured organic reaction records. The task is: describe an organic reaction: reactants, conditions, products, and yield The reactants are ClC=1C=C(CN(C(C=C2OC(OC2=O)(C)C)=O)C)C=CC1Cl (N-(3,4-Dichloro-benzyl)-2-(2,2-dimethyl-5-oxo-[1,3]dioxolan-4-ylidene)-N-methyl-acetamide), ClC=1C=C(CN(C(C=C2OC(OC2=O)(C)C)=O)C)C=CC1Cl (N-(3,4-Dichloro-benzyl)-2-(2,2-dimethyl-5-oxo-[1,3]dioxolan-4-ylidene)-N-methyl-acetamide), C=O (paraformaldehyde), C(CN)C(=O)NCC(=O)O (H-β-ala-gly-OH), ClC=1C=C(CN(C(=O)C2=C(C(N(C2)CCC(=O)NCCC(=O)O)=O)O)C)C=CC1Cl (3-(3-{4-[(3,4-Dichloro-benzyl)-methyl-carbamoyl]-3-hydroxy-2oxo-2,5-dihydro-pyrrol-1-yl}-propionylamino)-propionic acid). Product: ClC=1C=C(CN(C(=O)C2=C(C(N(C2)CCC(=O)NCC(=O)O)=O)O)C)C=CC1Cl ((3-{4-[(3,4-Dichloro-benzyl)-methyl-carbamoyl]-3-hydroxy-2-oxo-2,5-dihydro-pyrrol-1-yl}-propionylamino)-acetic acid). The yield is 7.0%. As a reaction SMILES: ClC1C=C(C=CC=1Cl)CN(C)C(=O)C=C1C(=O)OC(C)(C)O1.C=O.[CH2:25]([C:28]([NH:30][CH2:31][C:32]([OH:34])=[O:33])=[O:29])[CH2:26][NH2:27].[Cl:35][C:36]1[CH:37]=[C:38]([CH:61]=[CH:62][C:63]=1[Cl:64])[CH2:39][N:40]([CH3:60])[C:41]([C:43]1[CH2:47]N(CCC(NCCC(O)=O)=O)[C:45](=[O:58])[C:44]=1[OH:59])=[O:42]>>[Cl:35][C:36]1[CH:37]=[C:38]([CH:61]=[CH:62][C:63]=1[Cl:64])[CH2:39][N:40]([CH3:60])[C:41]([C:43]1[CH2:47][N:27]([CH2:26][CH2:25][C:28]([NH:30][CH2:31][C:32]([OH:34])=[O:33])=[O:29])[C:45](=[O:58])[C:44]=1[OH:59])=[O:42]. Procedure: N-(3,4-Dichloro-benzyl)-2-(2,2-dimethyl-5-oxo-[1,3]dioxolan-4-ylidene)-N-methyl-acetamide (Compound 37-A) was treated with paraformaldehyde and H-β-ala-gly-OH as described in the preparation of Compound 37. The title compound was purified by chromatography (YMC Combiprep ODS-A, 30 mm×50 mm, MeOH/H2O/0.1% TFA) to yield the title compound as an amber powder (0.0158 g, 7% yield). 1H NMR (300 MHz, DMSO) δ: 2.45 (t, J=6.9 Hz, 2H), 2.98 (m, 3H), 3.60 (m, 2H), 3.73 (d, J=5.7 Hz, 2H), 4.06 (s, 2H), 4.57... Reactants: C1(CC1)CC(C(=O)OC)(F)F (methyl 3-cyclopropyl-2,2-difluoropropionate), [BH4-].[Na+] (sodium borohydride). The solvent is C(C)O (ethanol). Run at temperature 0 celsius, time 1 hour. Yields the product C1(CC1)CC(CO)(F)F (3-Cyclopropyl-2,2-difluoropropanol). As a reaction SMILES: [CH:1]1([CH2:4][C:5]([F:11])([F:10])[C:6](OC)=[O:7])[CH2:3][CH2:2]1.[BH4-].[Na+]>C(O)C>[CH:1]1([CH2:4][C:5]([F:11])([F:10])[CH2:6][OH:7])[CH2:3][CH2:2]1 |f:1.2|. Procedure details: The solution containing the methyl 3-cyclopropyl-2,2-difluoropropionate from the previous step was diluted with 20 mL of ethanol and cooled to 0° C. under Ar. To this stirred solution was added 605 mg (16 mmol) of sodium borohydride in small portions under Ar. The reaction was stirred in the cold for 1 h and then stored in the freezer for several days. The cold reaction mixture was quenched by the dropwise addition of 2M HCl until no further gas evolution was observed. The reaction was extracted... Starting materials: FC1=CC=C(C#N)C=C1 (4-fluorobenzonitrile), NO.Cl (NH2OH.HCl), C(=O)(O)[O-].[Na+] (NaHCO3). The solvent is O (H2O), O (H2O). Conditions: time 8 hour. Yields the product FC1=CC=C(/C(/N)=N\O)C=C1 ((E)-4-fluoro-N′-hydroxybenzimidamide). Yield: 77.9%. Reaction SMILES: [F:1][C:2]1[CH:9]=[CH:8][C:5]([C:6]#[N:7])=[CH:4][CH:3]=1.[NH2:10][OH:11].Cl.C([O-])(O)=O.[Na+]>O>[F:1][C:2]1[CH:9]=[CH:8][C:5](/[C:6](=[N:10]\[OH:11])/[NH2:7])=[CH:4][CH:3]=1 |f:1.2,3.4|. Procedure details: To a solution of 4-fluorobenzonitrile (1.21 g, 10 mmol) and NH2OH.HCl (0.83 g, 12 mmol) in H2O (5 mL) was added NaHCO3 in portions. The reaction mixture was stirred at room temperature overnight. The mixture was then diluted with H2O (50 mL) and extracted with ethyl acetate (2×50 mL). The combined organic layers were washed with brine and dried over Na2SO4. After filtration, the filtrate was concentrated under reduced pressure to give the desired product (1.2 g). MS (ESI): 155 (MH+). The reactants are Cc1ccc2cccc3c2c1N(Cc1ccccc1)C3=S, CCO, CN(C)C=O, NCCCn1ccnc1. The product is Cc1ccc2cccc3c2c1N(Cc1ccccc1)C3=NCCCn1ccnc1. RXN SMILES: [CH3:1][c:2]1[cH:3][cH:4][c:5]2[c:6]3[c:7]([cH:19][cH:20][cH:21]2)[C:8](=[S:18])[N:9]([CH2:11][c:12]2[cH:13][cH:14][cH:15][cH:16][cH:17]2)[c:10]13.[CH3:31][CH2:32][OH:33].[CH3:34][N:35]([CH3:36])[CH:37]=[O:38].[n:22]1([CH2:27][CH2:28][CH2:29][NH2:30])[cH:23][n:24][cH:25][cH:26]1>>[CH3:1][c:2]1[cH:3][cH:4][c:5]2[c:6]3[c:7]([cH:19][cH:20][cH:21]2)[C:8](=[N:30][CH2:29][CH2:28][CH2:27][n:22]2[cH:23][n:24][cH:25][cH:26]2)[N:9]([CH2:11][c:12]2[cH:13][cH:14][cH:15][cH:16][cH:17]2)[c:10]13. Starting materials: N[C@@H](CCC(=O)O)C(=O)O (L-glutamic acid), C=1(C(=CC=CC1)S(=O)(=O)O)C.C(C1=CC=CC=C1)OC([C@@H](N)CC1=CC=CC=C1)=O (L-phenylalanine benzyl ester toluenesulfonic acid), C(C)N1CCOCC1 (N-ethylmorpholine), C1(CCCCC1)N=C=NC1CCCCC1 (dicyclohexylcarbodiimide). Run in CN(C=O)C (dimethylformamide), ClCCl (dichloromethane), ClCCl (dichloromethane). The product is C(C1=CC=CC=C1)OC([C@@H](NC([C@@H](N)CCC(O)=O)=O)CC1=CC=CC=C1)=O (L-glutamyl-L-phenylalanine benzyl ester). RXN SMILES: [NH2:1][C@H:2]([C:8]([OH:10])=O)[CH2:3][CH2:4][C:5]([OH:7])=[O:6].C1(C)C(S(O)(=O)=O)=CC=CC=1.[CH2:22]([O:29][C:30](=[O:40])[C@H:31]([CH2:33][C:34]1[CH:39]=[CH:38][CH:37]=[CH:36][CH:35]=1)[NH2:32])[C:23]1[CH:28]=[CH:27][CH:26]=[CH:25][CH:24]=1.C(N1CCOCC1)C.C1(N=C=NC2CCCCC2)CCCCC1>CN(C)C=O.ClCCl>[CH2:22]([O:29][C:30](=[O:40])[C@H:31]([CH2:33][C:34]1[CH:39]=[CH:38][CH:37]=[CH:36][CH:35]=1)[NH:32][C:8](=[O:10])[C@H:2]([CH2:3][CH2:4][C:5](=[O:6])[OH:7])[NH2:1])[C:23]1[CH:24]=[CH:25][CH:26]=[CH:27][CH:28]=1 |f:1.2|. Reported procedure: A solution of 0.52 g of pyro-L-glutamic acid, 1.72 g of L-phenylalanine benzyl ester toluenesulfonic acid and 0.55 mg of N-ethylmorpholine in 5 ml of dimethylformamide (DMF) and 20 ml of dichloromethane was cooled in an ice bath with stirring. A solution of 0.826 g of dicyclohexylcarbodiimide in 2 ml dichloromethane was added to the above reaction mixture. The reaction mixture was stirred in an ice water bath for 1 hour and then at room temperature overnight. Dicyclohexylurea was removed by filt... Starting materials: [BH4-], CCO, COC(=O)C(=O)c1ccccc1Nc1c(Cl)cccc1Cl, Cl, [Na+], O. Yields the product COC(=O)C(O)c1ccccc1Nc1c(Cl)cccc1Cl. RXN SMILES: [BH4-:22].[CH3:25][CH2:26][OH:27].[Cl:1][c:2]1[c:3]([NH:4][c:5]2[c:6]([C:11]([C:12](=[O:13])[O:14][CH3:15])=[O:16])[cH:7][cH:8][cH:9][cH:10]2)[c:17]([Cl:21])[cH:18][cH:19][cH:20]1.[ClH:24].[Na+:23].[OH2:28]>>[Cl:1][c:2]1[c:3]([NH:4][c:5]2[c:6]([CH:11]([C:12](=[O:13])[O:14][CH3:15])[OH:16])[cH:7][cH:8][cH:9][cH:10]2)[c:17]([Cl:21])[cH:18][cH:19][cH:20]1.